Task: describe an organic reaction: reactants, conditions, products, and yield. Dataset: the Open Reaction Database (ORD), a public repository of structured organic reaction records Starting materials: C(#N)C=1C(=C2C(=NC1)NC(=C2)C=2CCN(CC2)CC(=O)N(C)C)C2=C(C=CC(=C2)F)OC (2-{4-[5-cyano-4-(5-fluoro-2-methoxyphenyl)-1H-pyrrolo[2,3-b]pyridin-2-yl]-3,6-dihydropyridin-1(2H)-yl}-N,N-dimethylacetamide), [H][H] (hydrogen). Reagents/catalysts: [OH-].[OH-].[Pd+2] (palladium hydroxide on carbon). Solvent: CO (methanol). Yields the product C(#N)C=1C(=C2C(=NC1)NC(=C2)C2CCN(CC2)CC(=O)N(C)C)C2=C(C=CC(=C2)F)OC (2-{4-[5-cyano-4-(5-fluoro-2-methoxyphenyl)-1H-pyrrolo[2,3-b]pyridin-2-yl]piperidin-1-yl}-N,N-dimethylacetamide). As a reaction SMILES: [C:1]([C:3]1[C:4]([C:24]2[CH:29]=[C:28]([F:30])[CH:27]=[CH:26][C:25]=2[O:31][CH3:32])=[C:5]2[CH:11]=[C:10]([C:12]3[CH2:13][CH2:14][N:15]([CH2:18][C:19]([N:21]([CH3:23])[CH3:22])=[O:20])[CH2:16][CH:17]=3)[NH:9][C:6]2=[N:7][CH:8]=1)#[N:2].[H][H]>CO.[OH-].[OH-].[Pd+2]>[C:1]([C:3]1[C:4]([C:24]2[CH:29]=[C:28]([F:30])[CH:27]=[CH:26][C:25]=2[O:31][CH3:32])=[C:5]2[CH:11]=[C:10]([CH:12]3[CH2:13][CH2:14][N:15]([CH2:18][C:19]([N:21]([CH3:23])[CH3:22])=[O:20])[CH2:16][CH2:17]3)[NH:9][C:6]2=[N:7][CH:8]=1)#[N:2] |f:3.4.5|. Procedure: A solution of Example 236G (80 mg, 0.185 mmol) in methanol (10 mL) was added to 20% palladium hydroxide on carbon (wet) (40 mg, 0.029 mmol) in a pressure bottle. The mixture was stirred at 50° C. under 30 psi hydrogen for 16 hours and filtered. The filtrate was concentrated and the residue was purified by reverse-phase HPLC on a Phenomenex Luna C8 AXIA column (100 Å) using a gradient of 10-95% acetonitrile/0.1% trifluoroacetic acid in water to afford the title compound. 1H NMR (400 MHz, DMSO-d6)... The reactants are [H-].[Na+] (Sodium hydride), N1C(=O)N(C)C=2N=CN(C)C2C1=O (theobromine), 1-(3-(R)-methyl-7-methyl-6,7-oxidooctyl)-3,7-dimethylxanthine, C(C[C@H](C)CCC=C(C)C)Br ((R)(-)Citronellyl bromide), 1588R, O (water). Solvent: CS(=O)C (dimethylsulfoxide). Reaction conditions: time 20 minute. Product: C[C@@H](CCN1C(=O)N(C=2N=CN(C2C1=O)C)C)CCC=C(C)C (1-(3-(R)-methyl-7-methyloct-6-enyl)-3,7-dimethylxanthine). Isolated yield 81.3%. As a reaction SMILES: [H-].[Na+].[NH:3]1[C:14](=[O:15])[C:13]2[N:11]([CH3:12])[CH:10]=[N:9][C:8]=2[N:6]([CH3:7])[C:4]1=[O:5].[CH2:16](Br)[CH2:17][C@@H:18]([CH2:20][CH2:21][CH:22]=[C:23]([CH3:25])[CH3:24])[CH3:19].O>CS(C)=O>[CH3:19][C@H:18]([CH2:20][CH2:21][CH:22]=[C:23]([CH3:25])[CH3:24])[CH2:17][CH2:16][N:3]1[C:14](=[O:15])[C:13]2[N:11]([CH3:12])[CH:10]=[N:9][C:8]=2[N:6]([CH3:7])[C:4]1=[O:5] |f:0.1|. Procedure details: This example illustrates a synthesis of 1-(3-(R)-methyl-7-methyl-6,7-oxidooctyl)-3,7-dimethylxanthine (inventive compound no. 1588R). Sodium hydride(95%) (631 mg, 25 mmol) was added to a solution of theobromine (4.14 g, 23 mmol) in dimethylsulfoxide (75 mL). After 20 minutes of stirring, (R)(-)Citronellyl bromide (5.0 g, 22.8 mmol) was added. After 16 hours of stirring at room temperature, the reaction was poured into a separatory funnel containing 500 mL of water and extracted with dichlorometh... The reactants are CCn1cncc1-c1cc2nccc(Oc3ccc(N)cc3F)c2s1, ClCCCl, O=C(O)CC(=O)Nc1ccccc1F, CN(C)C=O, On1nnc2ccccc21. Yields the product CCn1cncc1-c1cc2nccc(Oc3ccc(NC(=O)CC(=O)Nc4ccccc4F)cc3F)c2s1. RXN SMILES: [CH2:1]([CH3:2])[n:3]1[cH:4][n:5][cH:6][c:7]1-[c:8]1[cH:9][c:10]2[n:11][cH:12][cH:13][c:14]([O:17][c:18]3[c:19]([F:25])[cH:20][c:21]([NH2:22])[cH:23][cH:24]3)[c:15]2[s:16]1.[CH2:40]([Cl:41])[CH2:42][Cl:43].[F:26][c:27]1[c:28]([NH:33][C:34]([CH2:35][C:36](=[O:37])[OH:38])=[O:39])[cH:29][cH:30][cH:31][cH:32]1.[O:54]=[CH:55][N:56]([CH3:57])[CH3:58].[OH:44][n:45]1[c:46]2[c:47]([cH:48][cH:49][cH:50][cH:51]2)[n:52][n:53]1>>[CH2:1]([CH3:2])[n:3]1[cH:4][n:5][cH:6][c:7]1-[c:8]1[cH:9][c:10]2[n:11][cH:12][cH:13][c:14]([O:17][c:18]3[c:19]([F:25])[cH:20][c:21]([NH:22][C:36]([CH2:35][C:34]([NH:33][c:28]4[c:27]([F:26])[cH:32][cH:31][cH:30][cH:29]4)=[O:39])=[O:37])[cH:23][cH:24]3)[c:15]2[s:16]1. Reactants: CC(C1=CC=CC=C1)OC(=O)C=1C(C(=C(NC1C)C)C(=O)OC)C1=C(C=CC=C1)[N+](=O)[O-] (2,6-dimethyl-3-methoxycarbonyl-4- (2'-nitrophenyl)-1,4-dihydropyridine-5-carboxylic acid α-methylbenzyl ester). The solvent is C(C)O (ethanol), C(C)O (ethanol). The product is COC(=O)CC(=O)/C=C/C1=CC=CC=C1[N+](=O)[O-] (2'-nitrobenzylideneacetoacetic acid methyl ester), CC(C1=CC=CC=C1)OC(\C=C(\C)/N)=O (β-aminocrotonic acid α-methylbenzyl ester). Reaction SMILES: [CH3:1][CH:2]([O:9][C:10]([C:12]1[CH:13]([C:24]2[CH:29]=[CH:28][CH:27]=[CH:26][C:25]=2[N+:30]([O-:32])=[O:31])[C:14]([C:20]([O:22]C)=O)=C(C)[NH:16][C:17]=1[CH3:18])=[O:11])[C:3]1[CH:8]=[CH:7][CH:6]=[CH:5][CH:4]=1>C(O)C>[CH3:2][O:9][C:10]([CH2:12][C:20](/[CH:14]=[CH:13]/[C:24]1[C:25]([N+:30]([O-:32])=[O:31])=[CH:26][CH:27]=[CH:28][CH:29]=1)=[O:22])=[O:11].[CH3:1][CH:2]([O:9][C:10](=[O:11])/[CH:12]=[C:17](\[NH2:16])/[CH3:18])[C:3]1[CH:8]=[CH:7][CH:6]=[CH:5][CH:4]=1. Procedure: Analogously to Example 1 heating a solution of 75 mmols of 2'-nitrobenzylideneacetoacetic acid methyl ester and 75 mmols of β-aminocrotonic acid α-methylbenzyl ester in 120 ml of ethanol gave 2,6-dimethyl-3-methoxycarbonyl-4- (2'-nitrophenyl)-1,4-dihydropyridine-5-carboxylic acid α-methylbenzyl ester of melting point 154° C (from ethanol).